Dataset: the Open Reaction Database (ORD), a public repository of structured organic reaction records. Task: describe an organic reaction: reactants, conditions, products, and yield Yields the product Cc1ccccc1NC(=O)Nc1ccc(CC(=O)NC(CC(C)C)c2cc(CCC(=O)O)on2)cc1. As a reaction SMILES: [CH3:1][O:2][C:3]([CH2:4][CH2:5][c:6]1[cH:7][c:8]([CH:11]([CH2:12][CH:13]([CH3:14])[CH3:15])[NH:16][C:17]([CH2:18][c:19]2[cH:20][cH:21][c:22]([NH:25][C:26](=[O:27])[NH:28][c:29]3[c:30]([CH3:35])[cH:31][cH:32][cH:33][cH:34]3)[cH:23][cH:24]2)=[O:36])[n:9][o:10]1)=[O:37].[Na+:39].[OH-:38]>>[O:2]=[C:3]([CH2:4][CH2:5][c:6]1[cH:7][c:8]([CH:11]([CH2:12][CH:13]([CH3:14])[CH3:15])[NH:16][C:17]([CH2:18][c:19]2[cH:20][cH:21][c:22]([NH:25][C:26](=[O:27])[NH:28][c:29]3[c:30]([CH3:35])[cH:31][cH:32][cH:33][cH:34]3)[cH:23][cH:24]2)=[O:36])[n:9][o:10]1)[OH:37]. Starting materials: COC(=O)CCc1cc(C(CC(C)C)NC(=O)Cc2ccc(NC(=O)Nc3ccccc3C)cc2)no1, [Na+], [OH-]. The reactants are C(=C)[Mg]Br (vinylmagnesium bromide), C(C)C1(CCC2(OCCO2)CC1)C=NS(=O)C(C)(C)C (2-methyl-propane-2-sulfinic acid 1-(8-ethyl-1,4-dioxa-spiro[4.5]dec-8-yl)-methylideneamide), C(C)C1(CCC2(OCCO2)CC1)C#N (8-ethyl-1,4-dioxa-spiro[4.5]decane-8-carbonitrile), C(=C)[Mg]Br (vinylmagnesium bromide), C1(CC1)CC1(CCC2(OCCO2)CC1)C=NS(=O)C(C)(C)C (2-Methyl-propane-2-sulfinic acid 1-(8-cyclopropylmethyl-1,4-dioxa-spiro[4.5]dec-8-yl)-methylideneamide), S(=O)(=O)([O-])[O-].[Na+].[Na+] (sodium sulphate). Run in O1CCCC1 (tetrahydrofuran). Run at time 17 hour. The product is C(C)C1(CCC2(OCCO2)CC1)C(C=C)NS(=O)C(C)(C)C (2-Methyl-propane-2-sulfinic acid [1-(8-ethyl-1,4-dioxa-spiro[4.5]dec-8-yl)-allyl]-amide). Reaction SMILES: [CH2:1]([C:3]1([CH:13]=[N:14][S:15]([C:17]([CH3:20])([CH3:19])[CH3:18])=[O:16])[CH2:12][CH2:11][C:6]2([O:10][CH2:9][CH2:8][O:7]2)[CH2:5][CH2:4]1)[CH3:2].[CH2:21](C1(C#N)CCC2(OCCO2)CC1)[CH3:22].C1(CC2(C=NS(C(C)(C)C)=O)CCC3(OCCO3)CC2)CC1.C([Mg]Br)=C.S([O-])([O-])(=O)=O.[Na+].[Na+]>O1CCCC1>[CH2:1]([C:3]1([CH:13]([NH:14][S:15]([C:17]([CH3:19])([CH3:18])[CH3:20])=[O:16])[CH:21]=[CH2:22])[CH2:4][CH2:5][C:6]2([O:7][CH2:8][CH2:9][O:10]2)[CH2:11][CH2:12]1)[CH3:2] |f:4.5.6|. Procedure: Under argon, 2.00 g (6.64 mmol) of 2-methyl-propane-2-sulfinic acid 1-(8-ethyl-1,4-dioxa-spiro[4.5]dec-8-yl)-methylideneamide (prepared from 8-ethyl-1,4-dioxa-spiro[4.5]decane-8-carbonitrile using the protocol described for the synthesis of 19) were dissolved in 5 mL of absolute tetrahydrofuran. Then, 7.30 mL (7.30 mmol) of vinylmagnesium bromide (1M in tetrahydrofuran) were added dropwise at 0° C. and the reaction mixture was stirred for 17 h at room temperature. Another 16.6 mL (16.6 mmol) of ... The reactants are CC(C)(C)c1ccc(C(N)=O)cc1N, ClCCl, CCOCC, CN(C)C=O, CCCCCCC(CC(=O)O)c1ccc(OC)cc1OC, O=C(Cl)C(=O)Cl, c1ccncc1. Yields the product CCCCCCC(CC(=O)Nc1cc(C(N)=O)ccc1C(C)(C)C)c1ccc(OC)cc1OC. As a reaction SMILES: [C:34]([CH3:35])([CH3:36])([CH3:37])[c:38]1[c:39]([NH2:40])[cH:41][c:42]([C:45]([NH2:46])=[O:47])[cH:43][cH:44]1.[CH2:48]([Cl:49])[Cl:50].[CH3:51][CH2:52][O:53][CH2:54][CH3:55].[CH3:56][N:57]([CH3:58])[CH:59]=[O:60].[CH3:7][O:8][c:9]1[c:10]([CH:17]([CH2:18][C:19](=[O:20])[OH:21])[CH2:22][CH2:23][CH2:24][CH2:25][CH2:26][CH3:27])[cH:11][cH:12][c:13]([O:15][CH3:16])[cH:14]1.[Cl:1][C:2]([C:3]([Cl:4])=[O:5])=[O:6].[cH:28]1[cH:29][cH:30][n:31][cH:32][cH:33]1>>[CH3:7][O:8][c:9]1[c:10]([CH:17]([CH2:18][C:19](=[O:21])[NH:40][c:39]2[c:38]([C:34]([CH3:35])([CH3:36])[CH3:37])[cH:44][cH:43][c:42]([C:45]([NH2:46])=[O:47])[cH:41]2)[CH2:22][CH2:23][CH2:24][CH2:25][CH2:26][CH3:27])[cH:11][cH:12][c:13]([O:15][CH3:16])[cH:14]1. The reactants are C(C1=CC=CC=C1)OC1=C(C=CC(=C1)OCC1=CC=CC=C1)C1CCN(CC1)C(=O)C1=CC=CC=C1 ([4-(2,4-bis(benzyloxy)phenyl)piperidin-1-yl]phenylmethanone). The reagents and catalysts are [Pd] (palladium-on-charcoal). The solvent is CO (methanol). Run at time 48 hour. Product: OC1=C(C=CC(=C1)O)C1CCN(CC1)C(=O)C1=CC=CC=C1 ([4-(2,4-Dihydroxyphenyl)piperidin-1-yl]phenylmethanone). Reaction SMILES: C([O:8][C:9]1[CH:14]=[C:13]([O:15]CC2C=CC=CC=2)[CH:12]=[CH:11][C:10]=1[CH:23]1[CH2:28][CH2:27][N:26]([C:29]([C:31]2[CH:36]=[CH:35][CH:34]=[CH:33][CH:32]=2)=[O:30])[CH2:25][CH2:24]1)C1C=CC=CC=1>CO.[Pd]>[OH:8][C:9]1[CH:14]=[C:13]([OH:15])[CH:12]=[CH:11][C:10]=1[CH:23]1[CH2:24][CH2:25][N:26]([C:29]([C:31]2[CH:32]=[CH:33][CH:34]=[CH:35][CH:36]=2)=[O:30])[CH2:27][CH2:28]1. Procedure details: In a 25 ml round-bottomed flask, 0.5 g of [4-(2,4-bis(benzyloxy)phenyl)piperidin-1-yl]phenylmethanone is dissolved in 15 ml of methanol in the presence of 0.2 g of palladium-on-charcoal at 10%. The reaction mixture is stirred for 48 hours under a hydrogen atmosphere. The reaction mixture is filtered and the residue is then chromatographed on silica gel (1/1 heptane/ethyl acetate). Starting materials: Cc1c(Cc2ccccc2)nnc(N2CCN(c3cnc(C(=O)O)cn3)C(C)C2)c1C, CNOC, CCN(C(C)C)C(C)C, O=C(Cl)C(=O)Cl, ClCCl, Cl, CN(C)C=O. The product is CON(C)C(=O)c1cnc(N2CCN(c3nnc(Cc4ccccc4)c(C)c3C)CC2C)cn1. As a reaction SMILES: [CH2:1]([c:2]1[cH:3][cH:4][cH:5][cH:6][cH:7]1)[c:8]1[c:9]([CH3:31])[c:10]([CH3:30])[c:11]([N:14]2[CH2:15][CH:16]([CH3:29])[N:17]([c:20]3[n:21][cH:22][c:23]([C:26](=[O:27])[OH:28])[n:24][cH:25]3)[CH2:18][CH2:19]2)[n:12][n:13]1.[CH3:48][NH:49][O:50][CH3:51].[CH:38]([N:39]([CH:40]([CH3:41])[CH3:42])[CH2:43][CH3:44])([CH3:45])[CH3:46].[Cl:32][C:33]([C:34]([Cl:35])=[O:36])=[O:37].[Cl:52][CH2:53][Cl:54].[ClH:47].[O:55]=[CH:56][N:57]([CH3:58])[CH3:59]>>[CH2:1]([c:2]1[cH:3][cH:4][cH:5][cH:6][cH:7]1)[c:8]1[c:9]([CH3:31])[c:10]([CH3:30])[c:11]([N:14]2[CH2:15][CH:16]([CH3:29])[N:17]([c:20]3[n:21][cH:22][c:23]([C:26](=[O:27])[N:49]([CH3:48])[O:50][CH3:51])[n:24][cH:25]3)[CH2:18][CH2:19]2)[n:12][n:13]1. Starting materials: C1CCOC1, COC(=O)c1ccc(C#Cc2cc(Cl)c(Oc3ncccc3C(=O)N3CCN(C4CC4)c4ccccc43)cc2Cl)cc1Cl, CO, Cl, [Li+], [OH-], O. The product is O=C(O)c1ccc(C#Cc2cc(Cl)c(Oc3ncccc3C(=O)N3CCN(C4CC4)c4ccccc43)cc2Cl)cc1Cl. RXN SMILES: [CH2:44]1[O:45][CH2:46][CH2:47][CH2:48]1.[CH3:1][O:2][C:3]([c:4]1[c:5]([Cl:42])[cH:6][c:7]([C:10]#[C:11][c:12]2[c:13]([Cl:41])[cH:14][c:15]([O:19][c:20]3[n:21][cH:22][cH:23][cH:24][c:25]3[C:26](=[O:27])[N:28]3[CH2:29][CH2:30][N:31]([CH:38]4[CH2:39][CH2:40]4)[c:32]4[cH:33][cH:34][cH:35][cH:36][c:37]43)[c:16]([Cl:18])[cH:17]2)[cH:8][cH:9]1)=[O:43].[CH3:53][OH:54].[ClH:51].[Li+:49].[OH-:50].[OH2:52]>>[O:2]=[C:3]([c:4]1[c:5]([Cl:42])[cH:6][c:7]([C:10]#[C:11][c:12]2[c:13]([Cl:41])[cH:14][c:15]([O:19][c:20]3[n:21][cH:22][cH:23][cH:24][c:25]3[C:26](=[O:27])[N:28]3[CH2:29][CH2:30][N:31]([CH:38]4[CH2:39][CH2:40]4)[c:32]4[cH:33][cH:34][cH:35][cH:36][c:37]43)[c:16]([Cl:18])[cH:17]2)[cH:8][cH:9]1)[OH:43].